From a dataset of the Open Reaction Database (ORD), a public repository of structured organic reaction records. describe an organic reaction: reactants, conditions, products, and yield Starting materials: CCO, [H][H], Nc1c(CCO)cccc1[N+](=O)[O-]. Product: Nc1cccc(CCO)c1N. Reaction SMILES: [CH3:16][CH2:17][OH:18].[H:14][H:15].[NH2:1][c:2]1[c:3]([CH2:11][CH2:12][OH:13])[cH:4][cH:5][cH:6][c:7]1[N+:8]([O-:9])=[O:10]>>[NH2:1][c:2]1[c:3]([CH2:11][CH2:12][OH:13])[cH:4][cH:5][cH:6][c:7]1[NH2:8].